This data is from the Open Reaction Database (ORD), a public repository of structured organic reaction records. The task is: describe an organic reaction: reactants, conditions, products, and yield The reactants are COC(=O)c1c(N)cc(Cl)cc1Cl, COc1ccc(C(C)C(=O)O)cc1[N+](=O)[O-], CCCCCC, ClCCl. Yields the product COC(=O)c1c(Cl)cc(Cl)cc1NC(=O)C(C)c1ccc(OC)c([N+](=O)[O-])c1. RXN SMILES: [CH3:17][O:18][C:19]([c:20]1[c:21]([NH2:28])[cH:22][c:23]([Cl:27])[cH:24][c:25]1[Cl:26])=[O:29].[CH3:1][O:2][c:3]1[c:4]([N+:14](=[O:15])[O-:16])[cH:5][c:6]([CH:9]([C:10](=[O:11])[OH:12])[CH3:13])[cH:7][cH:8]1.[CH3:33][CH2:34][CH2:35][CH2:36][CH2:37][CH3:38].[Cl:30][CH2:31][Cl:32]>>[CH3:1][O:2][c:3]1[c:4]([N+:14](=[O:15])[O-:16])[cH:5][c:6]([CH:9]([C:10](=[O:12])[NH:28][c:21]2[c:20]([C:19]([O:18][CH3:17])=[O:29])[c:25]([Cl:26])[cH:24][c:23]([Cl:27])[cH:22]2)[CH3:13])[cH:7][cH:8]1. Reactants: COC(CSC=1C=C2C=CC=NC2=CC1)OC (6-[(2,2-Dimethoxyethyl)thio]quinoline). Run in Cl (hydrochloric acid), CC(=O)C (acetone). Yields the product N1=CC=CC2=CC(=CC=C12)SCC=O ((quinolin-6-ylthio)acetaldehyde). Reaction SMILES: C[O:2][CH:3](OC)[CH2:4][S:5][C:6]1[CH:7]=[C:8]2[C:13](=[CH:14][CH:15]=1)[N:12]=[CH:11][CH:10]=[CH:9]2>Cl.CC(C)=O>[N:12]1[C:13]2[C:8](=[CH:7][C:6]([S:5][CH2:4][CH:3]=[O:2])=[CH:15][CH:14]=2)[CH:9]=[CH:10][CH:11]=1. Procedure: 6-[(2,2-Dimethoxyethyl)thio]quinoline (1.0 g) was dissolved in aqueous 1N hydrochloric acid (6 mL) and acetone (3 mL). The reaction mixture was refluxed for 3 h. Acetone was removed under reduced pressure. The aqueous layer was neutralized with saturated sodium bicarbonate and extracted with ethyl acetate. The organic extracts were dried over sodium sulfate, filtered, and concentrated. The residue was purified by chromatography on silica gel with 20% ethyl acetate in hexanes to afford the desire... Starting materials: C1CCNC1, CCN=C=NCCCN(C)C, CCN(C(C)C)C(C)C, O=C(NC(Cc1ccccc1)C(O)C(=O)O)c1cc2cc(Cl)ncc2[nH]1, CN(C)C=O, On1nnc2ccccc21. Yields the product O=C(NC(Cc1ccccc1)C(O)C(=O)N1CCCC1)c1cc2cc(Cl)ncc2[nH]1. Reaction SMILES: [CH2:1]1[CH2:2][CH2:3][NH:4][CH2:5]1.[CH3:51][CH2:52][N:53]=[C:54]=[N:55][CH2:56][CH2:57][CH2:58][N:59]([CH3:60])[CH3:61].[CH:42]([N:43]([CH2:44][CH3:45])[CH:46]([CH3:47])[CH3:48])([CH3:49])[CH3:50].[Cl:6][c:7]1[cH:8][c:9]2[c:10]([cH:11][n:12]1)[nH:13][c:14]([C:16](=[O:17])[NH:18][CH:19]([CH:20]([C:21](=[O:22])[OH:23])[OH:24])[CH2:25][c:26]1[cH:27][cH:28][cH:29][cH:30][cH:31]1)[cH:15]2.[O:62]=[CH:63][N:64]([CH3:65])[CH3:66].[OH:32][n:33]1[c:34]2[c:35]([cH:36][cH:37][cH:38][cH:39]2)[n:40][n:41]1>>[CH2:1]1[CH2:2][CH2:3][N:4]([C:21]([CH:20]([CH:19]([NH:18][C:16]([c:14]2[nH:13][c:10]3[c:9]([cH:8][c:7]([Cl:6])[n:12][cH:11]3)[cH:15]2)=[O:17])[CH2:25][c:26]2[cH:27][cH:28][cH:29][cH:30][cH:31]2)[OH:24])=[O:22])[CH2:5]1. Reactants: BrC=1C=C(C(=NC1)NC)NS(=O)(=O)C (N-[5-bromo-2-(methylamino)pyridin-3-yl]methanesulfonamide), CC1(CC=2C(=NC=NC2CC1)N1CCOC2=C(C1)C=C(C=C2)B(O)O)C ([4-(6,6-dimethyl-5,6,7,8-tetrahydroquinazolin-4-yl)-2,3,4,5-tetrahydro-1,4-benzoxazepin-7-yl]boronic acid). Yields the product CC1(CC=2C(=NC=NC2CC1)N1CCOC2=C(C1)C=C(C=C2)C=2C=C(C(=NC2)NC)NS(=O)(=O)C)C (N-{5-[4-(6,6-dimethyl-5,6,7,8-tetrahydroquinazolin-4-yl)-2,3,4,5-tetrahydro-1,4-benzoxazepin-7-yl]-2-(methylamino)pyridin-3-yl}methanesulfonamide). Reaction SMILES: Br[C:2]1[CH:3]=[C:4]([NH:10][S:11]([CH3:14])(=[O:13])=[O:12])[C:5]([NH:8][CH3:9])=[N:6][CH:7]=1.[CH3:15][C:16]1([CH3:40])[CH2:25][CH2:24][C:23]2[N:22]=[CH:21][N:20]=[C:19]([N:26]3[CH2:32][C:31]4[CH:33]=[C:34](B(O)O)[CH:35]=[CH:36][C:30]=4[O:29][CH2:28][CH2:27]3)[C:18]=2[CH2:17]1>>[CH3:15][C:16]1([CH3:40])[CH2:25][CH2:24][C:23]2[N:22]=[CH:21][N:20]=[C:19]([N:26]3[CH2:32][C:31]4[CH:33]=[C:34]([C:2]5[CH:3]=[C:4]([NH:10][S:11]([CH3:14])(=[O:13])=[O:12])[C:5]([NH:8][CH3:9])=[N:6][CH:7]=5)[CH:35]=[CH:36][C:30]=4[O:29][CH2:28][CH2:27]3)[C:18]=2[CH2:17]1. Procedure details: Prepared according to the method of example 5 by using N-[5-bromo-2-(methylamino)pyridin-3-yl]methanesulfonamide (reagent preparation 39) and [4-(6,6-dimethyl-5,6,7,8-tetrahydroquinazolin-4-yl)-2,3,4,5-tetrahydro-1,4-benzoxazepin-7-yl]boronic acid (reagent preparation 23) in step 1. 1H NMR (400 MHz, Methanol-d4): 8.35 (s, 1H), 8.13 (s, 1H), 7.71 (s, 1H), 7.44 (s, 1H), 7.39 (d, 1H), 7.03 (d, 1H), 4.68 (s, 2H), 4.32 (m, 2H), 3.94 (m, 2H), 3.00 (s, 3H), 2.98 (s, 3H), 2.79 (t, 2H), 2.46 (s, 2H), 1.6... Starting materials: COC1=C(C=C(C=C1)C(F)(F)F)[Li] (2-methoxy-5-trifluoromethylphenyllithium), CN1C(CCC1=O)=O (N-methylsuccinimide), [Cl-].[NH4+] (ammonium chloride), resultant mixture. Solvent: CCOCC (ether), C1=CC=CC=C1 (benzene). Run at time 8 hour. The product is CNC(CCC(C1=C(C=CC(=C1)C(F)(F)F)OC)=O)=O (N-methyl 3-(2-methoxy-5-trifluoromethylbenzoyl)propionamide). As a reaction SMILES: [CH3:1][O:2][C:3]1[CH:8]=[CH:7][C:6]([C:9]([F:12])([F:11])[F:10])=[CH:5][C:4]=1[Li].[CH3:14][N:15]1[C:19](=[O:20])[CH2:18][CH2:17][C:16]1=[O:21].[Cl-].[NH4+]>CCOCC.C1C=CC=CC=1>[CH3:14][NH:15][C:16](=[O:21])[CH2:17][CH2:18][C:19](=[O:20])[C:4]1[CH:5]=[C:6]([C:9]([F:12])([F:11])[F:10])[CH:7]=[CH:8][C:3]=1[O:2][CH3:1] |f:2.3|. Procedure: A solution of 2-methoxy-5-trifluoromethylphenyllithium in ether was added to a cold stirred solution of N-methylsuccinimide in benzene. The resultant mixture was allowed to stand overnight and was then decomposed with ammonium chloride solution to give N-methyl 3-(2-methoxy-5-trifluoromethylbenzoyl)propionamide. Reactants: [Li+].CC(C)[N-]C(C)C (LDA), ClC1=CC=C(C=O)C=C1 (4-chlorobenzaldehyde), CCOCC.CCCCCC (Et2O hexane), C(C)OC(=O)C=1N=C(N(C1)C(C)C)Br (2-bromo-1-isopropyl-1H-imidazole-4-carboxylic acid ethyl ester), C(C)OC(=O)C=1N=C(N(C1)C(C)C)Br (2-bromo-1-isopropyl-1H-imidazole-4-carboxylic acid ethyl ester). The solvent is C1CCOC1 (THF), C1CCOC1 (THF). Reaction conditions: temperature -20 celsius, time 2 hour. Product: C(C)OC(=O)C=1N=C(N(C1C(O)C1=CC=C(C=C1)Cl)C(C)C)Br (2-Bromo-5-[(4-chlorophenyl)-hydroxy-methyl]-1-isopropyl-1H-imidazole-4-carboxylic acid ethyl ester). RXN SMILES: [Li+].CC([N-]C(C)C)C.[CH2:9]([O:11][C:12]([C:14]1[N:15]=[C:16]([Br:22])[N:17]([CH:19]([CH3:21])[CH3:20])[CH:18]=1)=[O:13])[CH3:10].[Cl:23][C:24]1[CH:31]=[CH:30][C:27]([CH:28]=[O:29])=[CH:26][CH:25]=1.CCOCC.CCCCCC>C1COCC1>[CH2:9]([O:11][C:12]([C:14]1[N:15]=[C:16]([Br:22])[N:17]([CH:19]([CH3:21])[CH3:20])[C:18]=1[CH:28]([C:27]1[CH:30]=[CH:31][C:24]([Cl:23])=[CH:25][CH:26]=1)[OH:29])=[O:13])[CH3:10] |f:0.1,4.5|. Procedure details: LDA (63 mL, 2M solution in THF, 126 mmol) was slowly (over 30 min) added to a solution of 2-bromo-1-isopropyl-1H-imidazole-4-carboxylic acid ethyl ester (intermediate A; 11.0 g, 42.1 mmol) in THF (200 mL) at −78° C. After 2 h at −78° C., a solution of 4-chlorobenzaldehyde (8.9 g, 63.2 mmol) in THF (10 mL) was slowly added and the reaction mixture was allowed to warm to −20° C. over 30 min. The reaction mixture was quenched at −20° C. with 6 ml of acetic acid, concentrated and taken up in EtOAc/w... Starting materials: O=C([O-])[O-], CN(C)CCOc1ccc([N+](=O)[O-])c(F)c1, [K+], [K+], CN(C)C=O, Oc1ccccc1. Product: CN(C)CCOc1ccc([N+](=O)[O-])c(Oc2ccccc2)c1. RXN SMILES: [C:24](=[O:25])([O-:26])[O-:27].[F:1][c:2]1[cH:3][c:4]([O:5][CH2:6][CH2:7][N:8]([CH3:9])[CH3:10])[cH:11][cH:12][c:13]1[N+:14](=[O:15])[O-:16].[K+:28].[K+:29].[O:30]=[CH:31][N:32]([CH3:33])[CH3:34].[OH:17][c:18]1[cH:19][cH:20][cH:21][cH:22][cH:23]1>>[c:2]1([O:17][c:18]2[cH:19][cH:20][cH:21][cH:22][cH:23]2)[cH:3][c:4]([O:5][CH2:6][CH2:7][N:8]([CH3:9])[CH3:10])[cH:11][cH:12][c:13]1[N+:14](=[O:15])[O-:16]. Reactants: [Al+3], ClCCl, COc1ccc(CCCl)cc1OC, [Cl-], [Cl-], [Cl-], Cl, O, c1ccccc1. Yields the product COc1ccc(CC(=O)c2ccccc2)cc1OC. As a reaction SMILES: [Al+3:2].[CH2:26]([Cl:27])[Cl:28].[CH2:5]([CH2:6][c:7]1[cH:8][c:9]([O:10][CH3:11])[c:12]([O:13][CH3:14])[cH:15][cH:16]1)[Cl:17].[Cl-:1].[Cl-:3].[Cl-:4].[ClH:24].[OH2:25].[cH:18]1[cH:19][cH:20][cH:21][cH:22][cH:23]1>>[C:5]([CH2:6][c:7]1[cH:8][c:9]([O:10][CH3:11])[c:12]([O:13][CH3:14])[cH:15][cH:16]1)([c:18]1[cH:19][cH:20][cH:21][cH:22][cH:23]1)=[O:25]. Starting materials: F[B-](F)(F)F, CN(C)C(On1nnc2ccccc21)=[N+](C)C, CCN(C(C)C)C(C)C, NC1CCOC1, CN(C)C=O, O=C(O)c1ccc(OCc2c(-c3ccccn3)noc2CO)nc1. The product is O=C(NC1CCOC1)c1ccc(OCc2c(-c3ccccn3)noc2CO)nc1. Reaction SMILES: [B-:31]([F:32])([F:33])([F:34])[F:35].[CH3:36][N+:37]([CH3:38])=[C:39]([N:40]([CH3:41])[CH3:42])[O:43][n:44]1[c:45]2[cH:46][cH:47][cH:48][cH:49][c:50]2[n:51][n:52]1.[CH:53]([N:54]([CH2:55][CH3:56])[CH:57]([CH3:58])[CH3:59])([CH3:60])[CH3:61].[NH2:25][CH:26]1[CH2:27][O:28][CH2:29][CH2:30]1.[O:62]=[CH:63][N:64]([CH3:65])[CH3:66].[OH:1][CH2:2][c:3]1[c:4]([CH2:14][O:15][c:16]2[n:17][cH:18][c:19]([C:20](=[O:21])[OH:22])[cH:23][cH:24]2)[c:5](-[c:8]2[n:9][cH:10][cH:11][cH:12][cH:13]2)[n:6][o:7]1>>[OH:1][CH2:2][c:3]1[c:4]([CH2:14][O:15][c:16]2[n:17][cH:18][c:19]([C:20](=[O:22])[NH:25][CH:26]3[CH2:27][O:28][CH2:29][CH2:30]3)[cH:23][cH:24]2)[c:5](-[c:8]2[n:9][cH:10][cH:11][cH:12][cH:13]2)[n:6][o:7]1. The reactants are [BH4-], CO, CN1CC(=O)N(c2ccc(Cl)c(Cl)c2)C1=O, [Na+]. Product: CN1CC(O)N(c2ccc(Cl)c(Cl)c2)C1=O. RXN SMILES: [BH4-:17].[CH3:19][OH:20].[CH3:1][N:2]1[C:3](=[O:4])[N:5]([c:9]2[cH:10][c:11]([Cl:16])[c:12]([Cl:15])[cH:13][cH:14]2)[C:6](=[O:7])[CH2:8]1.[Na+:18]>>[CH3:1][N:2]1[C:3](=[O:4])[N:5]([c:9]2[cH:10][c:11]([Cl:16])[c:12]([Cl:15])[cH:13][cH:14]2)[CH:6]([OH:7])[CH2:8]1.